The task is: describe an organic reaction: reactants, conditions, products, and yield. This data is from the Open Reaction Database (ORD), a public repository of structured organic reaction records. Reaction SMILES: [C:14]([O:15][CH:18]1[CH:19]([O:20][C:21]([CH3:22])=[O:23])[CH:24]([O:25][C:26]([CH3:27])=[O:28])[CH:29]([CH3:31])[O:30]1)(=[O:16])[CH3:17].[CH3:32][Si:33]([O:34][S:35]([C:36]([F:37])([F:38])[F:39])(=[O:40])=[O:41])([CH3:42])[CH3:43].[CH3:44][C:45]#[N:46].[CH3:47][CH2:48][O:49][C:50](=[O:51])[CH3:52].[Cl:1][c:2]1[n:3][c:4]2[c:5]([nH:6]1)[cH:7][c:8]([Cl:13])[c:9]([Cl:12])[c:10]2[Cl:11]>>[Cl:1][c:2]1[n:3][c:4]2[c:5]([n:6]1[CH:18]1[CH:19]([O:20][C:21]([CH3:22])=[O:23])[CH:24]([O:25][C:26]([CH3:27])=[O:28])[CH:29]([CH3:31])[O:30]1)[cH:7][c:8]([Cl:13])[c:9]([Cl:12])[c:10]2[Cl:11]. Product: CC(=O)OC1C(C)OC(n2c(Cl)nc3c(Cl)c(Cl)c(Cl)cc32)C1OC(C)=O. Reactants: CC(=O)OC1OC(C)C(OC(C)=O)C1OC(C)=O, C[Si](C)(C)OS(=O)(=O)C(F)(F)F, CC#N, CCOC(C)=O, Clc1nc2c(Cl)c(Cl)c(Cl)cc2[nH]1.